The task is: describe an organic reaction: reactants, conditions, products, and yield. This data is from the Open Reaction Database (ORD), a public repository of structured organic reaction records. The reactants are NC1=C(C(=NC=C1)C)[N+](=O)[O-] (4-Amino-3-nitro-2-picoline). The reagents and catalysts are [Ni] (Raney Nickel). Run in CO (methanol). Yields the product NC=1C(=NC=CC1N)C (3,4-Diamino-2-picoline). Yield: 90.2%. RXN SMILES: [NH2:1][C:2]1[CH:7]=[CH:6][N:5]=[C:4]([CH3:8])[C:3]=1[N+:9]([O-])=O>CO.[Ni]>[NH2:9][C:3]1[C:4]([CH3:8])=[N:5][CH:6]=[CH:7][C:2]=1[NH2:1]. Procedure: 4-Amino-3-nitro-2-picoline (5.5 g, 0.036 mole) was hydrogenated in methanol (250 mL) at 5 psi and 25° for 1.25 hr using Raney Nickel as catalyst. The catalyst was filtered, the filtrate stripped in vacuo and the residue triturated with cyclohexane to give a solid. The solid was filtered and air dried to give 4.0 g (88%) of the title compound, m. pt. 170-171°. Reactants: C(C1=CC=CC=C1)(C1=CC=CC=C1)[C@H]1OC[C@@H]2O[C@@H]2C1 ((1S, 4S, 6R)-4-benzhydryl-3,7-dioxa-bicyclo[4.1.0]-heptane), COC1=CC=C(CN)C=C1 (p-methoxybenzylamine). Solvent: C(C)O (ethanol). Product: C(C1=CC=CC=C1)(C1=CC=CC=C1)[C@H]1OC[C@H]([C@@H](C1)O)NCC1=CC=C(C=C1)OC ((2S, 4R, 5R)-2-benzhydryl-5-(4-methoxy-benzylamino)-tetrahydropyran-4-ol). As a reaction SMILES: [CH:1]([C@@H:14]1[CH2:20][C@@H:19]2[C@@H:17]([O:18]2)[CH2:16][O:15]1)([C:8]1[CH:13]=[CH:12][CH:11]=[CH:10][CH:9]=1)[C:2]1[CH:7]=[CH:6][CH:5]=[CH:4][CH:3]=1.[CH3:21][O:22][C:23]1[CH:30]=[CH:29][C:26]([CH2:27][NH2:28])=[CH:25][CH:24]=1>C(O)C>[CH:1]([C@@H:14]1[CH2:20][C@@H:19]([OH:18])[C@H:17]([NH:28][CH2:27][C:26]2[CH:29]=[CH:30][C:23]([O:22][CH3:21])=[CH:24][CH:25]=2)[CH2:16][O:15]1)([C:8]1[CH:13]=[CH:12][CH:11]=[CH:10][CH:9]=1)[C:2]1[CH:3]=[CH:4][CH:5]=[CH:6][CH:7]=1. Procedure: A mixture of (1S, 4S, 6R)-4-benzhydryl-3,7-dioxa-bicyclo[4.1.0]-heptane 28a (0.027 g, 0.10 mmol) and p-methoxybenzylamine (0.28 g, 2.03 mmol) in ethanol (1 ml) was refluxed under N2 overnight. The solvent was removed and the residue was purified by flash chromatography on silica gel (hexane/ethyl acetate/Et3N=6:4:0.2) to give (2S, 4R, 5R)-2-benzhydryl-5-(4-methoxy-benzylamino)-tetrahydropyran-4-ol, (−)-29a, 0.03 g (73.2%, [α]D=(−)71.9, c=1, MeOH). Reactants: C1(CCCCC1)NC1CCCCC1.C(C=1C(O)=CC=CC1)=NC1[C@@H]2N(C(=C(CS2)CO)C(=O)O)C1=O (7-salicylideneamino-3-hydroxymethyl-3-cephem-4-carboxylic acid dicyclohexylamine salt), C1(=CC=C(C=C1)S(=O)(=O)O)C (p-toluenesulfonic acid). The solvent is C(C)(=O)OCC (ethyl acetate), C(C)(=O)OCC (ethyl acetate). Product: C(C=1C(O)=CC=CC1)=NC1[C@@H]2N(C(=C(CS2)CO)C(=O)OC(C2=CC=CC=C2)C2=CC=CC=C2)C1=O (benzhydryl 7-salicylideneamino-3-hydroxymethyl-3-cephem-4-carboxylate). Yield: 91.3%. As a reaction SMILES: C1(N[CH:8]2[CH2:13][CH2:12][CH2:11][CH2:10][CH2:9]2)CCCCC1.[CH:14](=[N:22][CH:23]1[C:35](=[O:36])[N:25]2[C:26]([C:32]([OH:34])=[O:33])=[C:27]([CH2:30][OH:31])[CH2:28][S:29][C@H:24]12)[C:15]1[C:16](=[CH:18][CH:19]=[CH:20][CH:21]=1)[OH:17].[C:37]1([CH3:47])[CH:42]=[CH:41][C:40](S(O)(=O)=O)=[CH:39][CH:38]=1>C(OCC)(=O)C>[CH:14](=[N:22][CH:23]1[C:35](=[O:36])[N:25]2[C:26]([C:32]([O:34][CH:47]([C:8]3[CH:9]=[CH:10][CH:11]=[CH:12][CH:13]=3)[C:37]3[CH:42]=[CH:41][CH:40]=[CH:39][CH:38]=3)=[O:33])=[C:27]([CH2:30][OH:31])[CH2:28][S:29][C@H:24]12)[C:15]1[C:16](=[CH:18][CH:19]=[CH:20][CH:21]=1)[OH:17] |f:0.1|. Reported procedure: To a suspension of 7-salicylideneamino-3-hydroxymethyl-3-cephem-4-carboxylic acid dicyclohexylamine salt (3 g) in ethyl acetate (60 ml) was added dropwise an ethyl acetate solution of p-toluenesulfonic acid (1.1 g) with stirring, and the reaction mixture was stirred for an hour at ambient temperature. After the precipitate was filtered off, the filtrate was treated with a solution of excess diphenyldiazomethane in ethyl acetate for an hour. The solvent was distilled off, and the residue was pulv... Yield: 88.0%. Yields the product C\C\1=C/CCCCCCCCCCC(OC(C1)C)=O (rac-(E)-14,16-Dimethyloxacyclohexadec-13-en-2-one). Procedure: Following the general procedure as described in Example 1, 2-(prop-1-en-2-yl)cyclododecanone (2.22 g, 10 mmol), acetaldehyde (0.53 g, 12 mmol) and boron trifluoride etherate (0.14 g, 1.0 mmol) in 1,2-dichloroethane (10 mL) were reacted to give the title product as a colorless liquid (2.34 g, 88% yield. Mixture of E/Z isomers in a ratio of 8:1. Solvent: ClCCCl (1,2-dichloroethane). RXN SMILES: [CH2:1]=[C:2]([CH:4]1[CH2:15][CH2:14][CH2:13][CH2:12][CH2:11][CH2:10][CH2:9][CH2:8][CH2:7][CH2:6][C:5]1=[O:16])[CH3:3].[CH:17](=[O:19])[CH3:18].B(F)(F)F.CCOCC>ClCCCl>[CH3:3][C:2]1=[CH:4][CH2:15][CH2:14][CH2:13][CH2:12][CH2:11][CH2:10][CH2:9][CH2:8][CH2:7][CH2:6][C:5](=[O:16])[O:19][CH:17]([CH3:18])[CH2:1]1 |f:2.3|. The reactants are C=C(C)C1C(CCCCCCCCCC1)=O (2-(prop-1-en-2-yl)cyclododecanone), C(C)=O (acetaldehyde), B(F)(F)F.CCOCC (boron trifluoride etherate). The reactants are C1OC2(C[C@@]3(CC[C@H]4[C@@H]5CCC([C@@]5(C)C[C@@H](C4=C3CC2)C2=CC=C(C=C2)I)=O)O)OC1 (3,3-Ethylenedioxy-5α-hydroxy-11β-[4′-iodophenyl]-estr-9-ene-17-one), N1C=NC=C1 (imidazole), cuprous iodide, CN(CC(=O)O)C (N, N-dimethyl glycine), C([O-])([O-])=O.[K+].[K+] (potassium carbonate). Solvent: CS(=O)C (DMSO). The product is C1OC2(C[C@@]3(CC[C@H]4[C@@H]5CCC([C@@]5(C)C[C@@H](C4=C3CC2)C2=CC=C(C=C2)N2C=NC=C2)=O)O)OC1 (3,3-Ethylenedioxy-5α-hydroxy-11β-[4′-(1-imidazolyl)phenyl]-estr-9-ene-17-one). Yield: 89.0%. Reaction SMILES: [CH2:1]1[CH2:31][O:30][C:3]2([CH2:20][CH2:19][C:18]3[C@@:5]([OH:29])([CH2:6][CH2:7][C@@H:8]4[C:17]=3[C@@H:16]([C:21]3[CH:26]=[CH:25][C:24](I)=[CH:23][CH:22]=3)[CH2:15][C@@:13]3([CH3:14])[C@H:9]4[CH2:10][CH2:11][C:12]3=[O:28])[CH2:4]2)[O:2]1.[NH:32]1[CH:36]=[CH:35][N:34]=[CH:33]1.CN(C)CC(O)=O.C(=O)([O-])[O-].[K+].[K+]>CS(C)=O>[CH2:1]1[CH2:31][O:30][C:3]2([CH2:20][CH2:19][C:18]3[C@@:5]([OH:29])([CH2:6][CH2:7][C@@H:8]4[C:17]=3[C@@H:16]([C:21]3[CH:26]=[CH:25][C:24]([N:32]5[CH:36]=[CH:35][N:34]=[CH:33]5)=[CH:23][CH:22]=3)[CH2:15][C@@:13]3([CH3:14])[C@H:9]4[CH2:10][CH2:11][C:12]3=[O:28])[CH2:4]2)[O:2]1 |f:3.4.5|. Procedure: A mixture of compound 3 (9.7 g, 18 mmol), imidazole (1.4 g, 20 mmol), cuprous iodide (346 mg, 1.8 mmol), N, N-dimethyl glycine (374 mg, 3.6 mmol) and potassium carbonate (5 g, 36 mmol) in anhydrous DMSO (10 mL) was degassed three times applying vacuum and nitrogen and was immersed in to a preheated oil bath at 110° C. The reaction mixture was heated for 60 h. After cooling to room temperature, the reaction mixture was diluted with ethyl acetate (150 mL) and filtered through a Celite pad. The fil... Solvent: C(C)(=O)OCC (ethyl acetate). Reaction SMILES: C(OC([NH:8][C@@H:9]([CH2:18][C:19]1[CH:24]=[CH:23][C:22]([O:25][CH2:26][C:27]#[C:28][CH3:29])=[CH:21][CH:20]=1)[C:10]([NH:12][CH2:13][C:14]([O:16][CH3:17])=[O:15])=[O:11])=O)(C)(C)C.[ClH:30].C(OCC)(=O)C>C(OCC)(=O)C>[ClH:30].[NH2:8][C@@H:9]([CH2:18][C:19]1[CH:24]=[CH:23][C:22]([O:25][CH2:26][C:27]#[C:28][CH3:29])=[CH:21][CH:20]=1)[C:10]([NH:12][CH2:13][C:14]([O:16][CH3:17])=[O:15])=[O:11] |f:1.2,4.5|. Procedure details: Methyl [(S)-2-tert-butoxycarbonylamino-3-(4-but-2-ynyloxy-phenyl)-propionylamino]-acetate (141 mg, 0.349 mmol) was dissolved in ethyl acetate (2.0 mL), and 4 M hydrogen chloride/ethyl acetate (0.2 mL) was added. The mixture was stirred at room temperature for 18 hours. Run at time 18 hour. Product: Cl.N[C@H](C(=O)NCC(=O)OC)CC1=CC=C(C=C1)OCC#CC (methyl [(S)-2-amino-3-(4-but-2-ynyloxy-phenyl)-propionylamino]-acetate hydrochloride). The reactants are C(C)(C)(C)OC(=O)N[C@H](C(=O)NCC(=O)OC)CC1=CC=C(C=C1)OCC#CC (Methyl [(S)-2-tert-butoxycarbonylamino-3-(4-but-2-ynyloxy-phenyl)-propionylamino]-acetate), Cl.C(C)(=O)OCC (hydrogen chloride ethyl acetate). Reactants: CCCC[N+](CCCC)(CCCC)CCCC, C[Si](C)(C)c1ncc(C2(O)CCC3(CC2)OCCO3)s1, [F-]. Yields the product OC1(c2cncs2)CCC2(CC1)OCCO2. RXN SMILES: [CH2:22]([N+:23]([CH2:24][CH2:25][CH2:26][CH3:27])([CH2:28][CH2:29][CH2:30][CH3:31])[CH2:32][CH2:33][CH2:34][CH3:35])[CH2:36][CH2:37][CH3:38].[CH3:1][Si:2]([c:3]1[s:4][c:5]([C:8]2([OH:18])[CH2:9][CH2:10][C:11]3([O:12][CH2:13][CH2:14][O:15]3)[CH2:16][CH2:17]2)[cH:6][n:7]1)([CH3:19])[CH3:20].[F-:21]>>[cH:3]1[s:4][c:5]([C:8]2([OH:18])[CH2:9][CH2:10][C:11]3([O:12][CH2:13][CH2:14][O:15]3)[CH2:16][CH2:17]2)[cH:6][n:7]1. The reactants are CCO, COC(=O)COc1ncccc1Oc1cc(-n2c(=O)cc(C(F)(F)F)n(C)c2=O)c(F)cc1Cl, [Na+], [Na+], O=C([O-])[O-]. The product is CCOC(=O)COc1ncccc1Oc1cc(-n2c(=O)cc(C(F)(F)F)n(C)c2=O)c(F)cc1Cl. RXN SMILES: [CH3:41][CH2:42][OH:43].[Cl:1][c:2]1[c:3]([O:4][c:5]2[c:6]([O:11][CH2:12][C:13](=[O:14])[O:15][CH3:16])[n:7][cH:8][cH:9][cH:10]2)[cH:17][c:18](-[n:22]2[c:23](=[O:34])[n:24]([CH3:33])[c:25]([C:29]([F:30])([F:31])[F:32])[cH:26][c:27]2=[O:28])[c:19]([F:21])[cH:20]1.[Na+:35].[Na+:36].[O-:37][C:38](=[O:39])[O-:40]>>[Cl:1][c:2]1[c:3]([O:4][c:5]2[c:6]([O:11][CH2:12][C:13](=[O:14])[O:15][CH2:16][CH3:38])[n:7][cH:8][cH:9][cH:10]2)[cH:17][c:18](-[n:22]2[c:23](=[O:34])[n:24]([CH3:33])[c:25]([C:29]([F:30])([F:31])[F:32])[cH:26][c:27]2=[O:28])[c:19]([F:21])[cH:20]1.